This data is from the Open Reaction Database (ORD), a public repository of structured organic reaction records. The task is: describe an organic reaction: reactants, conditions, products, and yield Reactants: CC(=O)Nc1ccc(C=O)cc1Cl, CCO, CC(=O)O, NNC(N)=S, O. The product is CC(=O)Nc1ccc(C=NNC(N)=S)cc1Cl. RXN SMILES: [C:10]([CH3:11])(=[O:12])[NH:13][c:14]1[c:15]([Cl:22])[cH:16][c:17]([CH:18]=[O:19])[cH:20][cH:21]1.[CH3:24][CH2:25][OH:26].[CH3:6][C:7](=[O:8])[OH:9].[NH2:1][NH:2][C:3](=[S:4])[NH2:5].[OH2:23]>>[N:1]([NH:2][C:3](=[S:4])[NH2:5])=[CH:18][c:17]1[cH:16][c:15]([Cl:22])[c:14]([NH:13][C:10]([CH3:11])=[O:12])[cH:21][cH:20]1.